This data is from the Open Reaction Database (ORD), a public repository of structured organic reaction records. The task is: describe an organic reaction: reactants, conditions, products, and yield Starting materials: BrC1=NC2=C(C=CC=C2C=C1)Br (2,8-dibromoquinoline), C(C)(C)(C)C=1C(=C(C=C(C1)C(C)(C)C)B(O)O)OC (3,5-di-tert-butyl-2-methoxyphenylboronic acid), C(=O)([O-])[O-].[K+].[K+] (K2CO3), CC1=C(C=CC=C1)P(C2=C(C=CC=C2)C)C3=C(C=CC=C3)C (P(o-Tol)3). Reagents/catalysts: CC(=O)[O-].CC(=O)[O-].[Pd+2] (Pd(OAc)2). Solvent: O (water), C(OC)COC (dimethoxyethane), O (water). Yields the product BrC=1C=CC=C2C=CC(=NC12)C1=C(C(=CC(=C1)C(C)(C)C)C(C)(C)C)OC (8-Bromo-2-(3,5-di-tert-butyl-2-methoxyphenyl)quinoline). As a reaction SMILES: Br[C:2]1[CH:11]=[CH:10][C:9]2[C:4](=[C:5]([Br:12])[CH:6]=[CH:7][CH:8]=2)[N:3]=1.[C:13]([C:17]1[C:18]([O:30][CH3:31])=[C:19](B(O)O)[CH:20]=[C:21]([C:23]([CH3:26])([CH3:25])[CH3:24])[CH:22]=1)([CH3:16])([CH3:15])[CH3:14].C([O-])([O-])=O.[K+].[K+].CC1C=CC=CC=1P(C1C=CC=CC=1C)C1C=CC=CC=1C>CC([O-])=O.CC([O-])=O.[Pd+2].O.C(COC)OC>[Br:12][C:5]1[CH:6]=[CH:7][CH:8]=[C:9]2[C:4]=1[N:3]=[C:2]([C:19]1[CH:20]=[C:21]([C:23]([CH3:24])([CH3:26])[CH3:25])[CH:22]=[C:17]([C:13]([CH3:16])([CH3:15])[CH3:14])[C:18]=1[O:30][CH3:31])[CH:11]=[CH:10]2 |f:2.3.4,6.7.8|. Procedure: A mixture of 2,8-dibromoquinoline (4.64 g, 16 mmol, prepared by the method of L. Mao et al., Tetrahedron Lett. 46 (2005) 8419), 3,5-di-tert-butyl-2-methoxyphenylboronic acid (4.3 g, 16 mmol), K2CO3 (5.6 g, 40 mmol), Pd(OAc)2 (0.08 g, 0.3 mmol), P(o-Tol)3 (0.2 g, 0.6 mmol), dimethoxyethane (40 mL) and water (10 mL) is refluxed for 8 h with stirring in an argon atmosphere. The mixture is then poured into water and extracted with CHCl3 (3×50 mL). The combined organic phase is washed with water and ...